Dataset: the Open Reaction Database (ORD), a public repository of structured organic reaction records. Task: describe an organic reaction: reactants, conditions, products, and yield The reactants are O (water), BrC=1C=CC(=NC1)NC(OC(C)(C)C)=O (tert-butyl (5-bromopyridin-2-yl)carbamate), solution, C1(CC1)C=1C=C(C(N2C=CC(=C(C12)C)[Sn](CCCC)(CCCC)CCCC)=O)C(=O)OCC (ethyl 1-cyclopropyl-9-methyl-4-oxo-8-tributylstannyl-4H-quinolizine-3-carboxylate). Reagents/catalysts: [Ag-]=O (silver (I) oxide), C=1C=CC(=CC1)[P](C=2C=CC=CC2)(C=3C=CC=CC3)[Pd]([P](C=4C=CC=CC4)(C=5C=CC=CC5)C=6C=CC=CC6)([P](C=7C=CC=CC7)(C=8C=CC=CC8)C=9C=CC=CC9)[P](C=1C=CC=CC1)(C=1C=CC=CC1)C=1C=CC=CC1 (tetrakis(triphenylphosphine)palladium). Solvent: CN(C)C=O (DMF), CN(C)C=O (DMF). Reaction conditions: temperature 100 celsius, time 5 minute. Product: C(C)(C)(C)OC(=O)NC1=CC=C(C=N1)C=1C=CN2C(C(=CC(=C2C1C)C1CC1)C(=O)OCC)=O (ethyl 8-(6-tert-butoxycarbonylaminopyridin-3-yl)-1-cyclopropyl-9-methyl-4-oxo-4H-quinolizine-3-carboxylate). Yield: 13.3%. Reaction SMILES: Br[C:2]1[CH:3]=[CH:4][C:5]([NH:8][C:9](=[O:15])[O:10][C:11]([CH3:14])([CH3:13])[CH3:12])=[N:6][CH:7]=1.[CH:16]1([C:19]2[CH:20]=[C:21]([C:44]([O:46][CH2:47][CH3:48])=[O:45])[C:22](=[O:43])[N:23]3[C:28]=2[C:27]([CH3:29])=[C:26]([Sn](CCCC)(CCCC)CCCC)[CH:25]=[CH:24]3)[CH2:18][CH2:17]1.O>CN(C=O)C.[Ag-]=O.C1C=CC([P]([Pd]([P](C2C=CC=CC=2)(C2C=CC=CC=2)C2C=CC=CC=2)([P](C2C=CC=CC=2)(C2C=CC=CC=2)C2C=CC=CC=2)[P](C2C=CC=CC=2)(C2C=CC=CC=2)C2C=CC=CC=2)(C2C=CC=CC=2)C2C=CC=CC=2)=CC=1>[C:11]([O:10][C:9]([NH:8][C:5]1[N:6]=[CH:7][C:2]([C:26]2[CH:25]=[CH:24][N:23]3[C:28]([C:27]=2[CH3:29])=[C:19]([CH:16]2[CH2:18][CH2:17]2)[CH:20]=[C:21]([C:44]([O:46][CH2:47][CH3:48])=[O:45])[C:22]3=[O:43])=[CH:3][CH:4]=1)=[O:15])([CH3:14])([CH3:13])[CH3:12] |^1:60,62,81,100|. Reported procedure: 73 mg of tert-butyl (5-bromopyridin-2-yl)carbamate was dissolved in 1 ml of DMF. 62 mg of silver (I) oxide and 31 mg of tetrakis(triphenylphosphine)palladium were added to the obtained solution, and they were stirred at 100° C. in argon atmosphere for 5 minutes. 1 ml of a solution of 100 mg of ethyl 1-cyclopropyl-9-methyl-4-oxo-8-tributylstannyl-4H-quinolizine-3-carboxylate in DMF was added dropwise to the reaction mixture, and they were stirred at that temperature for 1 hour. The reaction mixtu... The reactants are BrB(Br)Br, ClCCl, COc1ccc(F)cc1C1(CC(O)(CNc2cccc3ncccc23)C(F)(F)F)CC1. The product is Oc1ccc(F)cc1C1(CC(O)(CNc2cccc3ncccc23)C(F)(F)F)CC1. RXN SMILES: [B:32]([Br:33])([Br:34])[Br:35].[Cl:36][CH2:37][Cl:38].[n:1]1[cH:2][cH:3][cH:4][c:5]2[c:6]([NH:11][CH2:12][C:13]([CH2:14][C:15]3([c:18]4[c:19]([O:25][CH3:26])[cH:20][cH:21][c:22]([F:24])[cH:23]4)[CH2:16][CH2:17]3)([OH:27])[C:28]([F:29])([F:30])[F:31])[cH:7][cH:8][cH:9][c:10]12>>[n:1]1[cH:2][cH:3][cH:4][c:5]2[c:6]([NH:11][CH2:12][C:13]([CH2:14][C:15]3([c:18]4[c:19]([OH:25])[cH:20][cH:21][c:22]([F:24])[cH:23]4)[CH2:16][CH2:17]3)([OH:27])[C:28]([F:29])([F:30])[F:31])[cH:7][cH:8][cH:9][c:10]12. Starting materials: C([O-])(O)=O.[Na+] (sodium bicarbonate), C1(=CC=CC=C1)C(OC1CCN(CC1)CCCN)C1=CC=CC=C1 (4-(diphenylmethoxy)-1-piperidinepropanamine), C(C)OC(C(NC(=O)C1=NN=C2N1N=C(C=C2)Cl)(C)C)=O (N-(6-chloro[1,2,4]triazolo[4,3-b]pyridazine-3-carbonyl)-2,2-dimethylglycine ethyl ester), C(C)N(C(C)C)C(C)C (N-ethyldiisopropylamine). The solvent is CN(C=O)C (N,N-dimethylformamide). Run at temperature 60 celsius. Yields the product C(C)OC(C(NC(=O)C1=NN=C2N1N=C(C=C2)NCCCN2CCC(CC2)OC(C2=CC=CC=C2)C2=CC=CC=C2)(C)C)=O (N-[6-[3-[4-(Diphenylmethoxy)piperidino]propylamino][1,2,4]triazolo[4,3-b]pyridazine-3-carbonyl]-2,2-dimethylglycine Ethyl Ester). The yield is 50.7%. Reaction SMILES: [C:1]1([CH:7]([C:19]2[CH:24]=[CH:23][CH:22]=[CH:21][CH:20]=2)[O:8][CH:9]2[CH2:14][CH2:13][N:12]([CH2:15][CH2:16][CH2:17][NH2:18])[CH2:11][CH2:10]2)[CH:6]=[CH:5][CH:4]=[CH:3][CH:2]=1.[CH2:25]([O:27][C:28](=[O:45])[C:29]([CH3:44])([CH3:43])[NH:30][C:31]([C:33]1[N:37]2[N:38]=[C:39](Cl)[CH:40]=[CH:41][C:36]2=[N:35][N:34]=1)=[O:32])[CH3:26].C(N(C(C)C)C(C)C)C.C(=O)(O)[O-].[Na+]>CN(C)C=O>[CH2:25]([O:27][C:28](=[O:45])[C:29]([CH3:44])([CH3:43])[NH:30][C:31]([C:33]1[N:37]2[N:38]=[C:39]([NH:18][CH2:17][CH2:16][CH2:15][N:12]3[CH2:13][CH2:14][CH:9]([O:8][CH:7]([C:1]4[CH:2]=[CH:3][CH:4]=[CH:5][CH:6]=4)[C:19]4[CH:24]=[CH:23][CH:22]=[CH:21][CH:20]=4)[CH2:10][CH2:11]3)[CH:40]=[CH:41][C:36]2=[N:35][N:34]=1)=[O:32])[CH3:26] |f:3.4|. Reported procedure: 1.25 g of 4-(diphenylmethoxy)-1-piperidinepropanamine and 1.20 g of N-(6-chloro[1,2,4]triazolo[4,3-b]pyridazine-3-carbonyl)-2,2-dimethylglycine ethyl ester were dissolved in 20 ml of N,N-dimethylformamide; 1.33 ml of N-ethyldiisopropylamine was added, followed by stirring under heating at an external temperature of 60° C. for 7.5 hours. After cooling, cold aqueous sodium bicarbonate was added; the reaction mixture was extracted with ethyl acetate, washed with saturated saline, and dried over mag... Starting materials: N1CC(OCC1)C=C1C2=C(C=CC3=C1C=CC=C3)C=CC=C2 (5-(morpholin-2-yl)methylidene-5H-dibenzo[a,d]cycloheptene), C=O (formalin), Cl (hydrochloric acid). The solvent is C(=O)O (formic acid). Conditions: time 6.5 hour. The product is CN1CC(OCC1)C=C1C2=C(C=CC3=C1C=CC=C3)C=CC=C2 (5-(4-methylmorpholin-2-yl)methylidene-5H-dibenzo[a,d]cycloheptene). Reaction SMILES: [NH:1]1[CH2:6][CH2:5][O:4][CH:3]([CH:7]=[C:8]2[C:14]3[CH:15]=[CH:16][CH:17]=[CH:18][C:13]=3[CH:12]=[CH:11][C:10]3[CH:19]=[CH:20][CH:21]=[CH:22][C:9]2=3)[CH2:2]1.[CH2:23]=O.Cl>C(O)=O>[CH3:23][N:1]1[CH2:6][CH2:5][O:4][CH:3]([CH:7]=[C:8]2[C:14]3[CH:15]=[CH:16][CH:17]=[CH:18][C:13]=3[CH:12]=[CH:11][C:10]3[CH:19]=[CH:20][CH:21]=[CH:22][C:9]2=3)[CH2:2]1. Procedure: A mixture of 5-(morpholin-2-yl)methylidene-5H-dibenzo[a,d]cycloheptene (0.35 g), 90% formic acid (0.7 g) and 37% formalin (0.65 ml) was stirred at 95°-100° C. for 6.5 hours. After cooling, 4 N hydrochloric acid was added thereto, and the resulting mixture was evaporated to dryness under reduced pressure, neutralized with ammonia water and extracted with benzene. The benzene extract was washed with water, dried over anhydrous sodium sulfate and evaporated to afford 5-(4-methylmorpholin-2-yl)methy... The reactants are BrC1=CC=C(C=C1)C(=CCSC1=CC(=C(OCC(=O)O)C=C1)C)C1=CC=C(C=C1)Br ({4-[3,3-bis-(4-bromo-phenyl)-allylsulfanyl]-2-methyl-phenoxy}-acetic acid), FC(C=1C=C(C=CC1)B(O)O)(F)F (3-(trifluoromethyl)phenylboronic acid), [F-].[K+] (KF). The reagents and catalysts are C=1C=CC(=CC1)/C=C/C(=O)/C=C/C2=CC=CC=C2.C=1C=CC(=CC1)/C=C/C(=O)/C=C/C2=CC=CC=C2.C=1C=CC(=CC1)/C=C/C(=O)/C=C/C2=CC=CC=C2.[Pd].[Pd] (Pd2(dba)3), CC(C)([P](C(C)(C)C)([Pd][P](C(C)(C)C)(C(C)(C)C)C(C)(C)C)C(C)(C)C)C (Pd(P(t-Bu)3)2). Run at temperature 50 celsius, time 8 hour. Product: BrC1=CC=C(C=C1)C(=CCSC1=CC(=C(OCC(=O)O)C=C1)C)C1=CC=C(C=C1)C1=CC(=CC=C1)C(F)(F)F ({4-[3-(4-Bromo-phenyl)-3-(3′-trifluoromethyl-biphenyl-4-yl)-allylsulfanyl]-2-methyl-phenoxy}-acetic acid). RXN SMILES: Br[C:2]1[CH:7]=[CH:6][C:5]([C:8]([C:24]2[CH:29]=[CH:28][C:27]([Br:30])=[CH:26][CH:25]=2)=[CH:9][CH2:10][S:11][C:12]2[CH:22]=[CH:21][C:15]([O:16][CH2:17][C:18]([OH:20])=[O:19])=[C:14]([CH3:23])[CH:13]=2)=[CH:4][CH:3]=1.[F:31][C:32]([F:43])([F:42])[C:33]1[CH:34]=[C:35](B(O)O)[CH:36]=[CH:37][CH:38]=1.[F-].[K+]>C1C=CC(/C=C/C(/C=C/C2C=CC=CC=2)=O)=CC=1.C1C=CC(/C=C/C(/C=C/C2C=CC=CC=2)=O)=CC=1.C1C=CC(/C=C/C(/C=C/C2C=CC=CC=2)=O)=CC=1.[Pd].[Pd].CC(C)([P](C(C)(C)C)([Pd][P](C(C)(C)C)(C(C)(C)C)C(C)(C)C)C(C)(C)C)C>[Br:30][C:27]1[CH:26]=[CH:25][C:24]([C:8]([C:5]2[CH:6]=[CH:7][C:2]([C:35]3[CH:36]=[CH:37][CH:38]=[C:33]([C:32]([F:43])([F:42])[F:31])[CH:34]=3)=[CH:3][CH:4]=2)=[CH:9][CH2:10][S:11][C:12]2[CH:22]=[CH:21][C:15]([O:16][CH2:17][C:18]([OH:20])=[O:19])=[C:14]([CH3:23])[CH:13]=2)=[CH:29][CH:28]=1 |f:2.3,4.5.6.7.8,^1:104,110|. Reported procedure: A mixture of {4-[3,3-bis-(4-bromo-phenyl)-allylsulfanyl]-2-methyl-phenoxy}-acetic acid (described above) (231 mg, 0.421 mmol), 3-(trifluoromethyl)phenylboronic acid (203 mg, 1.07 mmol), KF (81 mg, 1.39 mmol), Pd2(dba)3 (23 mg, 0.025 mmol) and Pd(P(t-Bu)3)2 (26 mg, 0,051 mmol) was evacuated for air and kept under nitrogen. THF (5 ml) was added and the reaction mixture was stirred at 50° C. overnight. A saturated aqueous NH4Cl (5 ml) solution was added, and the mixture was extracted with methylene... Starting materials: C(CCC)C=1N(C(=C(N1)N(C(C)=O)C)C(=O)O)CC1=CC=C(C=C1)C1=C(C=CC=C1)C1=NN=NN1 (2-butyl-4-(N-methylacetamido)-1-(2'-(tetrazol-5-yl)-biphen-4-yl)methylimidazole-5-carboxylic acid), [H-].C(C(C)C)[Al+]CC(C)C (diisobutyl-aluminum hydride). The solvent is C1CCOC1 (THF). Yields the product C(CCC)C=1N(C(=C(N1)NC)C(=O)O)CC1=CC=C(C=C1)C1=C(C=CC=C1)C1=NN=NN1 (2-Butyl-4-(methylamino)-1-(2'-(tetrazol-5-yl)biphen-4-yl)methylimidazole-5-carboxylic acid). Reaction SMILES: [CH2:1]([C:5]1[N:6]([CH2:18][C:19]2[CH:24]=[CH:23][C:22]([C:25]3[CH:30]=[CH:29][CH:28]=[CH:27][C:26]=3[C:31]3[NH:35][N:34]=[N:33][N:32]=3)=[CH:21][CH:20]=2)[C:7]([C:15]([OH:17])=[O:16])=[C:8]([N:10](C)[C:11](=O)C)[N:9]=1)[CH2:2][CH2:3][CH3:4].[H-].C([Al+]CC(C)C)C(C)C>C1COCC1>[CH2:1]([C:5]1[N:6]([CH2:18][C:19]2[CH:24]=[CH:23][C:22]([C:25]3[CH:30]=[CH:29][CH:28]=[CH:27][C:26]=3[C:31]3[NH:35][N:34]=[N:33][N:32]=3)=[CH:21][CH:20]=2)[C:7]([C:15]([OH:17])=[O:16])=[C:8]([NH:10][CH3:11])[N:9]=1)[CH2:2][CH2:3][CH3:4] |f:1.2|. Reported procedure: The title compound can be prepared from 2-butyl-4-(N-methylacetamido)-1-(2'-(tetrazol-5-yl)-biphen-4-yl)methylimidazole-5-carboxylic acid by reaction with 3 molar equivalents of diisobutyl-aluminum hydride in THF at room temperature followed by aqueous workup (extraction from 0.1% aqueous HOAc with EtOAc and isolation (SiO2, 35:65:1 CH2Cl2 /MeOH/ NH4OH). Alternatively' the title compound could be prepared from 4-methylamino-5-benzyloxycarbonyl-2-butyl-1-(2'-(N-triphenylmethyltetrazol-5-yl-biphen... Reactants: O (water), ClC1=C(C=CC(=C1)OC1=CC(=CC=C1)Cl)O (2-chloro-4-(3-chlorophenoxy)phenol), ClCC#N (chloro acetonitrile), C([O-])([O-])=O.[K+].[K+] (potassium carbonate). Run in CN(C=O)C (dimethylformamide). Run at time 5 hour. Yields the product ClC1=C(OCC#N)C=CC(=C1)OC1=CC(=CC=C1)Cl ([2-Chloro-4-(3-chlorophenoxy)phenoxy]acetonitrile). Isolated yield 81.0%. As a reaction SMILES: [Cl:1][C:2]1[CH:7]=[C:6]([O:8][C:9]2[CH:14]=[CH:13][CH:12]=[C:11]([Cl:15])[CH:10]=2)[CH:5]=[CH:4][C:3]=1[OH:16].Cl[CH2:18][C:19]#[N:20].C(=O)([O-])[O-].[K+].[K+].O>CN(C)C=O>[Cl:1][C:2]1[CH:7]=[C:6]([O:8][C:9]2[CH:14]=[CH:13][CH:12]=[C:11]([Cl:15])[CH:10]=2)[CH:5]=[CH:4][C:3]=1[O:16][CH2:18][C:19]#[N:20] |f:2.3.4|. Reported procedure: A mixture of 14.99 g of 2-chloro-4-(3-chlorophenoxy)phenol, 4.44 g of chloro acetonitrile and 8.94 g of potassium carbonate in 150 ml dimethylformamide was stirred at a temperature of 70° to 80° C. in an oil bath for 5 hours. The reaction mixture was cooled to room temperature, poured into water and extracted twice with 100 ml of ethyl acetate. The extracts were combined together, washed twice with 200 ml of water, dried over anhydrous magnesium sulfate and concentrated under reduced pressure to... Run in CO (methanol), C(C)(=O)OCC (ethyl acetate). Reaction conditions: time 2 hour. Procedure details: 1,8-Diazabicyclo[5,4,0]undec-7-ene (0.29 g, 1.9 mmol) was added to a stirred suspension of 4-(aminomethyl)-2-(2,6-dioxo(3-piperidyl))isoindoline-1,3-dione hydrochloride (0.6 g, 1.85 mmol) in acetonitrile (50 mL). After stirring for 20 min, (2,5-dioxopyrrolidinyloxy)-N-(3-pyridyl)carboxamide (0.44 g, 1.85 mmol) was added. The mixture was stirred at room temperature for 17 hours. The mixture was filtered and the solid was recrystallized from methanol (25 mL) to give N-{[2-(2,6-dioxo(3-piperidyl))-... Reaction SMILES: [ClH:1].CCOCC.[O:7]=[C:8]1[CH:13]([N:14]2[C:22](=[O:23])[C:21]3[C:16](=[CH:17][CH:18]=[CH:19][C:20]=3[CH2:24][NH:25][C:26]([NH:28][C:29]3[CH:30]=[N:31][CH:32]=[CH:33][CH:34]=3)=[O:27])[C:15]2=[O:35])[CH2:12][CH2:11][C:10](=[O:36])[NH:9]1>CO.C(OCC)(=O)C>[ClH:1].[O:7]=[C:8]1[CH:13]([N:14]2[C:22](=[O:23])[C:21]3[C:16](=[CH:17][CH:18]=[CH:19][C:20]=3[CH2:24][NH:25][C:26]([NH:28][C:29]3[CH:30]=[N:31][CH:32]=[CH:33][CH:34]=3)=[O:27])[C:15]2=[O:35])[CH2:12][CH2:11][C:10](=[O:36])[NH:9]1 |f:0.1,5.6|. Reactants: Cl.CCOCC (HCl ether), O=C1NC(CCC1N1C(C2=CC=CC(=C2C1=O)CNC(=O)NC=1C=NC=CC1)=O)=O (N-{[2-(2,6-dioxo(3-piperidyl))-1,3-dioxoisoindolin-4-yl]methyl}(3-pyridylamino)carboxamide). The product is Cl.O=C1NC(CCC1N1C(C2=CC=CC(=C2C1=O)CNC(=O)NC=1C=NC=CC1)=O)=O (N-{[2-(2,6-dioxo(3-piperidyl))-1,3-dioxoisoindolin-4-yl]methyl}(3-pyridylamino)carboxamide hydrochloride). The reactants are C1C=CC=C2C1=C1C(=CC=C2)C=CC=C1 (dibenzo[a,c]cycloheptene), cuprous cyanide, N1=CC=CC=C1 (pyridine). Solvent: C(Cl)Cl (methylene chloride). Yields the product C1C=CC(=C2C1=C1C(=CC=C2)C=CC=C1)C#N (dibenzo[a,c]cycloheptene-4-carbonitrile). As a reaction SMILES: [CH2:1]1[C:6]2=[C:7]3[CH:15]=[CH:14][CH:13]=[CH:12][C:8]3=[CH:9][CH:10]=[CH:11][C:5]2=[CH:4][CH:3]=[CH:2]1.[N:16]1C=CC=C[CH:17]=1>C(Cl)Cl>[CH2:15]1[C:7]2=[C:6]3[CH:1]=[CH:2][CH:3]=[CH:4][C:5]3=[CH:11][CH:10]=[CH:9][C:8]2=[C:12]([C:17]#[N:16])[CH:13]=[CH:14]1. Reported procedure: Under a dry nitrogen atmosphere a stirred mixture of 8-chloro-6,7-dihydro-5H-dibenzo[a,c]cycloheptene-5-one (2.6 grams, 0.011 mole), 85% hydrazine hydrate (5 ml, 0.1 mole), potassium hydroxide (4 grams, 0.071 mole) and ethylene glycol (30 ml) was heated at reflux for 1.5 hours. Sufficient volatiles were removed by distillation to increase the pot temperature to 200° while maintaining reflux. The two-phase reaction mixture was refluxed at that temperature for three hours. The mixture was cooled, ... Reactants: ClC=1C=CC=C2C(=CNC12)C=1CCNCC1 (7-chloro-3-(1,2,3,6-tetrahydropyridin-4-yl)-1H-indole), O1[C@@H](C1)COC1=C2C=CNC2=CC=C1 ((S)-(+)-4-(oxiranylmethoxy)-1H-indole). Solvent: CO.CS(=O)C (methanol dimethylsulfoxide). Yields the product ClC=1C=CC=C2C(=CNC12)C=1CCN(CC1)C[C@@H](COC1=C2C=CNC2=CC=C1)O ((2S)-(+)-3-[4-(7-chloro-3-indolyl)-1,2,3,6-tetrahydropyridin-1-yl]-1-(4-indolyloxy)-2-propanol). Reaction SMILES: [Cl:1][C:2]1[CH:3]=[CH:4][CH:5]=[C:6]2[C:10]=1[NH:9][CH:8]=[C:7]2[C:11]1[CH2:12][CH2:13][NH:14][CH2:15][CH:16]=1.[O:17]1[CH2:19][C@H:18]1[CH2:20][O:21][C:22]1[CH:30]=[CH:29][CH:28]=[C:27]2[C:23]=1[CH:24]=[CH:25][NH:26]2>CO.CS(C)=O>[Cl:1][C:2]1[CH:3]=[CH:4][CH:5]=[C:6]2[C:10]=1[NH:9][CH:8]=[C:7]2[C:11]1[CH2:12][CH2:13][N:14]([CH2:19][C@H:18]([OH:17])[CH2:20][O:21][C:22]2[CH:30]=[CH:29][CH:28]=[C:27]3[C:23]=2[CH:24]=[CH:25][NH:26]3)[CH2:15][CH:16]=1 |f:2.3|. Reported procedure: The title compound was prepared in a fashion similar to that described in Example 193 from 7-chloro-3-(1,2,3,6-tetrahydropyridin-4-yl)-1H-indole (0.50 g, 2.2 mmol) and (S)-(+)-4-(oxiranylmethoxy)-1H-indole (0.41 g, 2.2 mmol). The product was isolated as a white foam. Yield 370 mg (41%). mp 85°-90° C. FDMS m/e=421 (M+ of free base). α[D]589 =+3.62 (c=1.00 , methanol/dimethylsulfoxide).